This data is from the Open Reaction Database (ORD), a public repository of structured organic reaction records. The task is: describe an organic reaction: reactants, conditions, products, and yield Reactants: Amidine, C(C1=CC=CC=C1)#N (benzonitrile), NC=1SC=CN1 (2-aminothiazole), C(CCC)[Li] (butyllithium). Run in O (water). Yields the product S1C(=NC=C1)NC(C1=CC=CC=C1)=N (N1(thiazol-2-yl)benzamidine). Isolated yield 65.5%. RXN SMILES: [NH2:1][C:2]1[S:3][CH:4]=[CH:5][N:6]=1.C([Li])CCC.[C:12](#[N:19])[C:13]1[CH:18]=[CH:17][CH:16]=[CH:15][CH:14]=1>O>[S:3]1[CH:4]=[CH:5][N:6]=[C:2]1[NH:1][C:12](=[NH:19])[C:13]1[CH:18]=[CH:17][CH:16]=[CH:15][CH:14]=1. Procedure: Procedure as described for Amidine I using the following amounts and modifications: 5.01 g of 2-aminothiazole (50.0 mmol), 26.0 mL of 2.0 M butyllithium (52.0 mmol), 5.20 mL of benzonitrile (51.0 mmol). After refluxing overnight, the solution was green-brown. Addition of water yielded a red-brown solution with suspended solid. Solution was taken to dryness yielding 6.66 g (66%) of yellow-orange material. 1H NMR (400 MHz, C6D6): 10.1 (br, 1H), 7.68 (d, 2H), 7.34 (d, 1H), 7.04 (m, 3 H), 6.40 (d, 1... Reactants: O=C([O-])O, COCCOC, COc1ccc(B(O)O)c(C)n1, Cc1oncc1I, [Na+], O. The product is COc1ccc(-c2cnoc2C)c(C)n1. RXN SMILES: [C:20](=[O:21])([OH:22])[O-:23].[CH3:26][O:27][CH2:28][CH2:29][O:30][CH3:31].[CH3:8][O:9][c:10]1[cH:11][cH:12][c:13]([B:17]([OH:18])[OH:19])[c:14]([CH3:16])[n:15]1.[I:1][c:2]1[cH:3][n:4][o:5][c:6]1[CH3:7].[Na+:24].[OH2:25]>>[c:2]1(-[c:13]2[cH:12][cH:11][c:10]([O:9][CH3:8])[n:15][c:14]2[CH3:16])[cH:3][n:4][o:5][c:6]1[CH3:7]. The reactants are O1CCC(C2=CC=CC=C12)=O (4-chromanone), CC(C=C)O (3-buten-2-ol), C1(=CC=C(C=C1)S(=O)(=O)O)C (p-toluenesulfonic acid). Solvent: COC(C)(C)OC (2,2-dimethoxypropane), C1(=CC=CC=C1)C (toluene). Product: C(C=CC)C1OC2=CC=CC=C2C(C1)=O ((RS)-2-(2-buten-1-yl)-4-chromanone). The yield is 38.0%. RXN SMILES: [O:1]1[C:10]2[C:5](=[CH:6][CH:7]=[CH:8][CH:9]=2)[C:4](=[O:11])[CH2:3][CH2:2]1.[CH3:12][CH:13](O)[CH:14]=[CH2:15].C1(C)C=CC(S(O)(=O)=O)=CC=1>COC(OC)(C)C.C1(C)C=CC=CC=1>[CH2:12]([CH:2]1[CH2:3][C:4](=[O:11])[C:5]2[C:10](=[CH:9][CH:8]=[CH:7][CH:6]=2)[O:1]1)[CH:13]=[CH:14][CH3:15]. Procedure: A solution of 48 g of 4-chromanone, 67 ml of 3-buten-2-ol and 500 mg of p-toluenesulfonic acid in 67 ml of 2,2-dimethoxypropane and 500 ml of anhydrous toluene was boiled under reflux for 46 hours. The reaction mixture was subsequently concentrated in a vacuum and purified by column chromatography on silica gel (hexane/diethyl ether 4:1). 24.7 g (38%) of (RS)-2-(2-buten-1-yl)-4-chromanone were obtained as a yellow oil. The reactants are C[O-], COC(=O)C(C(=O)OC)c1cc(SC)ncn1, CO, Cl, [Na+]. Product: COC(=O)Cc1cc(SC)ncn1. Reaction SMILES: [CH3:18][O-:19].[CH3:1][O:2][C:3]([CH:4]([C:5]([O:6][CH3:7])=[O:8])[c:9]1[n:10][cH:11][n:12][c:13]([S:15][CH3:16])[cH:14]1)=[O:17].[CH3:22][OH:23].[ClH:21].[Na+:20]>>[CH3:1][O:2][C:3]([CH2:4][c:9]1[n:10][cH:11][n:12][c:13]([S:15][CH3:16])[cH:14]1)=[O:17].